This data is from the Open Reaction Database (ORD), a public repository of structured organic reaction records. The task is: describe an organic reaction: reactants, conditions, products, and yield The reactants are C(C1=CC=CC=C1)OC=1C=C2C(=C(N(C(C2=CC1)=O)CC(C)C)C(=O)OC)OS(=O)(=O)C(F)(F)F (methyl 6-benzyloxy-2-isobutyl-1-oxo-4-trifluoromethanesulfonyloxy-1,2-dihydro-3-isoquinolinecarboxylate), FC1=CC=C(C=C1)B(O)O (4-fluorophenylboronic acid), C([O-])([O-])=O.[Na+].[Na+] (sodium carbonate). The reagents and catalysts are C=1C=CC(=CC1)[P](C=2C=CC=CC2)(C=3C=CC=CC3)[Pd]([P](C=4C=CC=CC4)(C=5C=CC=CC5)C=6C=CC=CC6)([P](C=7C=CC=CC7)(C=8C=CC=CC8)C=9C=CC=CC9)[P](C=1C=CC=CC1)(C=1C=CC=CC1)C=1C=CC=CC1 (tetrakis(triphenylphosphine)palladium). The solvent is O (water), C1(=CC=CC=C1)C (toluene), CO (methanol), O (water). The product is C(C1=CC=CC=C1)OC=1C=C2C(=C(N(C(C2=CC1)=O)CC(C)C)C(=O)OC)C1=CC=C(C=C1)F (methyl 6-benzyloxy-4-(4-fluorophenyl)-2-isobutyl-1-oxo-1,2-dihydro-3-isoquinolinecarboxylate). Yield: 74.9%. Reaction SMILES: [CH2:1]([O:8][C:9]1[CH:10]=[C:11]2[C:16](=[CH:17][CH:18]=1)[C:15](=[O:19])[N:14]([CH2:20][CH:21]([CH3:23])[CH3:22])[C:13]([C:24]([O:26][CH3:27])=[O:25])=[C:12]2OS(C(F)(F)F)(=O)=O)[C:2]1[CH:7]=[CH:6][CH:5]=[CH:4][CH:3]=1.[F:36][C:37]1[CH:42]=[CH:41][C:40](B(O)O)=[CH:39][CH:38]=1.C(=O)([O-])[O-].[Na+].[Na+]>C1(C)C=CC=CC=1.CO.O.C1C=CC([P]([Pd]([P](C2C=CC=CC=2)(C2C=CC=CC=2)C2C=CC=CC=2)([P](C2C=CC=CC=2)(C2C=CC=CC=2)C2C=CC=CC=2)[P](C2C=CC=CC=2)(C2C=CC=CC=2)C2C=CC=CC=2)(C2C=CC=CC=2)C2C=CC=CC=2)=CC=1>[CH2:1]([O:8][C:9]1[CH:10]=[C:11]2[C:16](=[CH:17][CH:18]=1)[C:15](=[O:19])[N:14]([CH2:20][CH:21]([CH3:23])[CH3:22])[C:13]([C:24]([O:26][CH3:27])=[O:25])=[C:12]2[C:40]1[CH:41]=[CH:42][C:37]([F:36])=[CH:38][CH:39]=1)[C:2]1[CH:3]=[CH:4][CH:5]=[CH:6][CH:7]=1 |f:2.3.4,^1:65,67,86,105|. Procedure details: A mixed solution of methyl 6-benzyloxy-2-isobutyl-1-oxo-4-trifluoromethanesulfonyloxy-1,2-dihydro-3-isoquinolinecarboxylate (7.70 g, 15 mmol), 4-fluorophenylboronic acid (2.52 g, 18 mmol) and sodium carbonate (3.97 g, 37.5 mmol) in toluene (50 mL), methanol (10 mL) and water (10 mL) was stirred under an argon atmosphere at room temperature for 30 min. To the obtained mixture was added tetrakis(triphenylphosphine)palladium (0.87 g, 0.9 mmol) and the mixture was refluxed under heating under an arg... The reactants are [OH-].[Na+] (NaOH), C(C)OC(=O)C1(CCN(CC1)C(=O)OC(C)(C)C)C (4-Methyl-piperidine-1,4-dicarboxylic acid 1-tert-butyl ester 4-ethyl ester), O=C1N(C(CC1)=O)OC(OCC1=CC=CC=C1)=O (Carbonic acid benzyl ester 2,5-dioxo-pyrrolidin-1-yl ester), [OH-].[Na+] (NaOH). Run in Cl (HCl). Run at temperature 0 celsius, time 2 hour. The product is C(C1=CC=CC=C1)OC(=O)N1CCC(CC1)(C(=O)O)C (4-Methyl-piperidine-1,4-dicarboxylic acid monobenzyl ester). Reaction SMILES: C([O:3][C:4]([C:6]1([CH3:19])[CH2:11][CH2:10][N:9]([C:12]([O:14][C:15]([CH3:18])(C)C)=[O:13])[CH2:8][CH2:7]1)=[O:5])C.[OH-].[Na+].O=C1CCC(=O)N1OC(=O)OC[C:33]1[CH:38]=[CH:37]C=[CH:35][CH:34]=1>Cl>[CH2:15]([O:14][C:12]([N:9]1[CH2:8][CH2:7][C:6]([CH3:19])([C:4]([OH:3])=[O:5])[CH2:11][CH2:10]1)=[O:13])[C:18]1[CH:37]=[CH:38][CH:33]=[CH:34][CH:35]=1 |f:1.2|. Reported procedure: 4-Methyl-piperidine-1,4-dicarboxylic acid 1-tert-butyl ester 4-ethyl ester (2.71 g, 10 mmol) is heated with 6M aq. HCl (20 mL) at 95° C. for 2 days. The mixture is cooled, basified with 33% aq. NaOH (ice bath cooling) and extracted with ether (2×50 mL). A spatula of NaH2PO4 is added, then the pH adjusted to 7 with conc. aq. HCl, CH2Cl2 (50 Vol %) is added and the mixture cooled at 0° C. Carbonic acid benzyl ester 2,5-dioxo-pyrrolidin-1-yl ester (1.508 g, 5 mmol) is added to the strongly stirred ... The reactants are CC1=C(C(=O)O)C=CC=C1C (2,3-dimethylbenzoic acid), ClC1=CC=C(C=C1)C(CN)N1CCC(CC1)(F)F (2-(4-chloro-phenyl)-2-(4,4-difluoro-piperidin-1-yl)-ethylamine). Product: ClC1=CC=C(C=C1)C(CNC(C1=C(C(=CC=C1)C)C)=O)N1CCC(CC1)(F)F (N-[2-(4-Chloro-phenyl)-2-(4,4-difluoro-piperidin-1-yl)-ethyl]-2,3-dimethyl-benzamide). Reaction SMILES: [CH3:1][C:2]1[C:10]([CH3:11])=[CH:9][CH:8]=[CH:7][C:3]=1[C:4]([OH:6])=O.[Cl:12][C:13]1[CH:18]=[CH:17][C:16]([CH:19]([N:22]2[CH2:27][CH2:26][C:25]([F:29])([F:28])[CH2:24][CH2:23]2)[CH2:20][NH2:21])=[CH:15][CH:14]=1>>[Cl:12][C:13]1[CH:14]=[CH:15][C:16]([CH:19]([N:22]2[CH2:23][CH2:24][C:25]([F:29])([F:28])[CH2:26][CH2:27]2)[CH2:20][NH:21][C:4](=[O:6])[C:3]2[CH:7]=[CH:8][CH:9]=[C:10]([CH3:11])[C:2]=2[CH3:1])=[CH:17][CH:18]=1. Reported procedure: From 2,3-dimethylbenzoic acid and 2-(4-chloro-phenyl)-2-(4,4-difluoro-piperidin-1-yl)-ethylamine. As a reaction SMILES: [CH3:16][CH2:17][OH:18].[CH3:1][O:2][c:3]1[c:4]([N+:9](=[O:10])[O-:11])[cH:5][n:6][cH:7][cH:8]1.[CH:12]1([NH2:15])[CH2:13][CH2:14]1>>[c:3]1([NH:15][CH:12]2[CH2:13][CH2:14]2)[c:4]([N+:9](=[O:10])[O-:11])[cH:5][n:6][cH:7][cH:8]1. The product is O=[N+]([O-])c1cnccc1NC1CC1. Starting materials: CCO, COc1ccncc1[N+](=O)[O-], NC1CC1. Reactants: C1(=CC=C(C=C1)CO)CO (1,4-benzenedimethanol), [H-].[Na+] (sodium hydride), C1COCCOCCOCCOCCO1 (15-crown-5), product, N1CCCCC1 (piperidine), [I-].[K+] (potassium iodide), C([O-])([O-])=O.[K+].[K+] (potassium carbonate), product, S(=O)(Cl)Cl (thionyl chloride), C1(CC1)C1=C(C=CC(=C1)F)C(=O)C1=C(C=C(C=C1)F)C1CC1 (Cyclopropyl-4-fluorophenylketone). The reagents and catalysts are [I-].C(CCC)[N+](CCCC)(CCCC)CCCC (tetrabutylammonium iodide). The solvent is O1CCCC1 (tetrahyrofuran), CC(=O)C (acetone). Conditions: temperature 70 celsius, time 10 minute. Yields the product C1(CC1)C(=O)C1=CC=C(OCC2=CC=C(C=C2)CN2CCCCC2)C=C1 (α-(4-Cyclopropylcarbonylphenoxy)-α′-piperidino-p-xylol). As a reaction SMILES: [C:1]1([CH2:9][OH:10])[CH:6]=[CH:5][C:4]([CH2:7]O)=[CH:3][CH:2]=1.[H-].[Na+].C1OCCOCCOCCOCCOC1.C1(C2C=C(F)[CH:34]=[CH:33][C:32]=2[C:38]([C:40]2[CH:45]=[CH:44][C:43](F)=[CH:42][C:41]=2C2CC2)=[O:39])CC1.S(Cl)(Cl)=O.[NH:54]1[CH2:59][CH2:58][CH2:57][CH2:56][CH2:55]1.[I-].[K+].C(=O)([O-])[O-].[K+].[K+]>[I-].C([N+](CCCC)(CCCC)CCCC)CCC.O1CCCC1.CC(C)=O>[CH:32]1([C:38]([C:40]2[CH:41]=[CH:42][C:43]([O:10][CH2:9][C:1]3[CH:2]=[CH:3][C:4]([CH2:7][N:54]4[CH2:59][CH2:58][CH2:57][CH2:56][CH2:55]4)=[CH:5][CH:6]=3)=[CH:44][CH:45]=2)=[O:39])[CH2:33][CH2:34]1 |f:1.2,7.8,9.10.11,12.13|. Procedure details: A solution containing 1,4-benzenedimethanol (30 mmol), sodium hydride (25 mmol), catalytic amounts of tetrabutylammonium iodide, and 15-crown-5 (0.5 mmol) in tetrahyrofuran was stirred for 10 minutes. Cyclopropyl-4-fluorophenylketone (20 mmol) was added dropwise, and the solution was refluxed for 24 hours. The solvent was removed under reduced pressure. The residue was purified by column chromatography on silica gel (eluent: methylene chloride/methanol (98/2)). At 0° C. the product (4 mmol) was ... Reactants: ClCC=1N=C2N(C=CC=C2)C1 (2-(chloromethyl)imidazo[1,2-a]pyridine), Cl.Cl.ClC1=CC=C(C=C1)N1CCNCC1 (1-(4-chlorophenyl)piperazine dihydrochloride). Yields the product ClC1=CC=C(C=C1)N1CCN(CC1)CC=1N=C2N(C=CC=C2)C1 (2-[[4-(4-Chlorophenyl)-1-piperazinyl]methyl]imidazol[1,2-a]pyridine). The yield is 51.0%. Reaction SMILES: Cl[CH2:2][C:3]1[N:4]=[C:5]2[CH:10]=[CH:9][CH:8]=[CH:7][N:6]2[CH:11]=1.Cl.Cl.[Cl:14][C:15]1[CH:20]=[CH:19][C:18]([N:21]2[CH2:26][CH2:25][NH:24][CH2:23][CH2:22]2)=[CH:17][CH:16]=1>>[Cl:14][C:15]1[CH:16]=[CH:17][C:18]([N:21]2[CH2:26][CH2:25][N:24]([CH2:2][C:3]3[N:4]=[C:5]4[CH:10]=[CH:9][CH:8]=[CH:7][N:6]4[CH:11]=3)[CH2:23][CH2:22]2)=[CH:19][CH:20]=1 |f:1.2.3|. Procedure: Following the general procedure of Example 38, Step 2, and making non-critical variations, 2-(chloromethyl)imidazo[1,2-a]pyridine (Example 2, Step 1; 0.25 g) and 1-(4-chlorophenyl)piperazine dihydrochloride (Aldrich; 0.45 g) give 0.25 g of the title compound after chromatography on silica gel using methanol/dichloromethane (4/96), pooling of the appropriate fractions, and crystallization from dichloromethane/ethyl ether; mp 138-139° C.; IR (mineral oil) 1339, 1498, 765, 814, 1223 cm-1 ; 1H NMR (... The reactants are ClCCl, O=C(O)C(F)(F)F, CC(C)(C)OC(=O)N1CCC(=Cc2cccc(Oc3ccc(N4CCCC4)cn3)c2)CC1. Yields the product C(=C1CCNCC1)c1cccc(Oc2ccc(N3CCCC3)cn2)c1. As a reaction SMILES: [Cl:40][CH2:41][Cl:42].[F:33][C:34]([F:35])([F:36])[C:37]([OH:38])=[O:39].[N:1]1([c:6]2[cH:7][cH:8][c:9]([O:12][c:13]3[cH:14][c:15]([CH:16]=[C:17]4[CH2:18][CH2:19][N:20]([C:23]([O:24][C:25]([CH3:26])([CH3:27])[CH3:28])=[O:29])[CH2:21][CH2:22]4)[cH:30][cH:31][cH:32]3)[n:10][cH:11]2)[CH2:2][CH2:3][CH2:4][CH2:5]1>>[N:1]1([c:6]2[cH:7][cH:8][c:9]([O:12][c:13]3[cH:14][c:15]([CH:16]=[C:17]4[CH2:18][CH2:19][NH:20][CH2:21][CH2:22]4)[cH:30][cH:31][cH:32]3)[n:10][cH:11]2)[CH2:2][CH2:3][CH2:4][CH2:5]1.